From a dataset of the Open Reaction Database (ORD), a public repository of structured organic reaction records. describe an organic reaction: reactants, conditions, products, and yield Reactants: N1(C=NC=C1)CC=1C=C(C(=CC1)N)N (4-(1H-imidazol-1-ylmethyl)-1,2-benzenediamine), ClC1=C(C(=O)OCC)C=CC=C1 (ethyl 2-chlorobenzoate), polyphosphoric acid, [OH-].[NH4+] (ammonium hydroxide). Run in O (water). Conditions: temperature 140 celsius, time 4 hour. Product: ClC1=C(C=CC=C1)C1=NC2=C(N1)C=CC(=C2)CN2C=NC=C2 (2-(2-chlorophenyl)-5-(1H-imidazol-1-ylmethyl)-1H-benzimidazole). Isolated yield 26.0%. As a reaction SMILES: [N:1]1([CH2:6][C:7]2[CH:8]=[C:9]([NH2:14])[C:10]([NH2:13])=[CH:11][CH:12]=2)[CH:5]=[CH:4][N:3]=[CH:2]1.[Cl:15][C:16]1[CH:26]=[CH:25][CH:24]=[CH:23][C:17]=1[C:18](OCC)=O.[OH-].[NH4+]>O>[Cl:15][C:16]1[CH:26]=[CH:25][CH:24]=[CH:23][C:17]=1[C:18]1[NH:13][C:10]2[CH:11]=[CH:12][C:7]([CH2:6][N:1]3[CH:5]=[CH:4][N:3]=[CH:2]3)=[CH:8][C:9]=2[N:14]=1 |f:2.3|. Reported procedure: A mixture of 5 parts of 4-(1H-imidazol-1-ylmethyl)-1,2-benzenediamine, 5 parts of ethyl 2-chlorobenzoate and 30 parts of polyphosphoric acid was stirred for 4 hours at 140° C. The whole was poured into 200 parts of water and crushed ice. The mixture was treated with ammonium hydroxide. The product was extracted three times with 120 parts of trichloromethane. The combined extracts were dried, filtered and evaporated. The residue was purified by column chromatography (HPLC) over silica gel using a... Reactants: O=C([O-])[O-], Cc1ccccc1, N#Cc1cc(-c2ccc(Cl)cc2)c(-c2ccccc2Cl)nc1Cl, [Cs+], [Cs+], Oc1ccc(F)c(F)c1. The product is N#Cc1cc(-c2ccc(Cl)cc2)c(-c2ccccc2Cl)nc1Oc1ccc(F)c(F)c1. As a reaction SMILES: [C:33](=[O:34])([O-:35])[O-:36].[CH3:39][c:40]1[cH:41][cH:42][cH:43][cH:44][cH:45]1.[Cl:1][c:2]1[c:3]([C:4]#[N:5])[cH:6][c:7](-[c:17]2[cH:18][cH:19][c:20]([Cl:23])[cH:21][cH:22]2)[c:8](-[c:10]2[c:11]([Cl:16])[cH:12][cH:13][cH:14][cH:15]2)[n:9]1.[Cs+:37].[Cs+:38].[F:24][c:25]1[cH:26][c:27]([OH:32])[cH:28][cH:29][c:30]1[F:31]>>[c:2]1([O:32][c:27]2[cH:26][c:25]([F:24])[c:30]([F:31])[cH:29][cH:28]2)[c:3]([C:4]#[N:5])[cH:6][c:7](-[c:17]2[cH:18][cH:19][c:20]([Cl:23])[cH:21][cH:22]2)[c:8](-[c:10]2[c:11]([Cl:16])[cH:12][cH:13][cH:14][cH:15]2)[n:9]1. The reactants are C(C)(C)(C)OC(=O)N1CCC(CC1)OC1=CC=C(NCC2=CC=C3C=CC(=CC3=C2)C#N)C=C1 (7-[[4-[(1-t-butoxycarbonyl-4-piperidyl)oxy]anilino]methyl]-2-naphthalenecarbonitrile), COCC(=O)Cl (methoxyacetyl chloride). The product is C(C)(C)(C)OC(=O)N1CCC(CC1)OC1=CC=C(C=C1)N(C(COC)=O)CC1=CC2=CC(=CC=C2C=C1)C#N (N-[4-[(1-t-Butoxycarbonyl-4-piperidyl)oxy]phenyl]-N-[(7-cyano-2-naphthyl)methyl]-2-methoxyacetamide). As a reaction SMILES: [C:1]([O:5][C:6]([N:8]1[CH2:13][CH2:12][CH:11]([O:14][C:15]2[CH:34]=[CH:33][C:18]([NH:19][CH2:20][C:21]3[CH:30]=[C:29]4[C:24]([CH:25]=[CH:26][C:27]([C:31]#[N:32])=[CH:28]4)=[CH:23][CH:22]=3)=[CH:17][CH:16]=2)[CH2:10][CH2:9]1)=[O:7])([CH3:4])([CH3:3])[CH3:2].[CH3:35][O:36][CH2:37][C:38](Cl)=[O:39]>>[C:1]([O:5][C:6]([N:8]1[CH2:13][CH2:12][CH:11]([O:14][C:15]2[CH:16]=[CH:17][C:18]([N:19]([CH2:20][C:21]3[CH:22]=[CH:23][C:24]4[C:29](=[CH:28][C:27]([C:31]#[N:32])=[CH:26][CH:25]=4)[CH:30]=3)[C:38](=[O:39])[CH2:37][O:36][CH3:35])=[CH:33][CH:34]=2)[CH2:10][CH2:9]1)=[O:7])([CH3:4])([CH3:2])[CH3:3]. Procedure: Starting compound: 7-[[4-[(1-t-butoxycarbonyl-4-piperidyl)oxy]anilino]methyl]-2-naphthalenecarbonitrile, methoxyacetyl chloride. Starting materials: C(C)(C)(C)N1CCNCC1 (1-t-butyl piperazine), C(#N)C1=CC(=C(C=C1)C=1C=NN(C1O)C1=NC=C(C(=O)O)C=C1)C (6-(4-(4-cyano-2-methylphenyl)-5-hydroxy-1H-pyrazol-1-yl)nicotinic acid), C(=O)O (formic acid). The product is C(C)(C)(C)N1CCN(CC1)C(=O)C=1C=CC(=NC1)N1N=CC(=C1O)C1=C(C=C(C#N)C=C1)C (4-(1-(5-(4-(tert-butyl)piperazine-1-carbonyl)pyridin-2-yl)-5-hydroxy-1H-pyrazol-4-yl)-3-methylbenzonitrile). Reaction SMILES: [C:1]([N:5]1[CH2:10][CH2:9][NH:8][CH2:7][CH2:6]1)([CH3:4])([CH3:3])[CH3:2].[C:11]([C:13]1[CH:18]=[CH:17][C:16]([C:19]2[CH:20]=[N:21][N:22]([C:25]3[CH:33]=[CH:32][C:28]([C:29](O)=[O:30])=[CH:27][N:26]=3)[C:23]=2[OH:24])=[C:15]([CH3:34])[CH:14]=1)#[N:12].C(O)=O>>[C:1]([N:5]1[CH2:10][CH2:9][N:8]([C:29]([C:28]2[CH:32]=[CH:33][C:25]([N:22]3[C:23]([OH:24])=[C:19]([C:16]4[CH:17]=[CH:18][C:13]([C:11]#[N:12])=[CH:14][C:15]=4[CH3:34])[CH:20]=[N:21]3)=[N:26][CH:27]=2)=[O:30])[CH2:7][CH2:6]1)([CH3:4])([CH3:3])[CH3:2]. Procedure details: The title compound was prepared in a manner similar to Example 284 using 1-t-butyl piperazine and 6-(4-(4-cyano-2-methylphenyl)-5-hydroxy-1H-pyrazol-1-yl)nicotinic acid to give a formic acid salt (53 mg, 0.119 mmol, 76%) as a white solid. MS: 445 (M+H). 1H NMR (400 MHz, DMSO-d6) δ ppm 1.10 (s, 9H) 2.43 (s, 3H) 2.71 (br. s., 4H) 3.57 (br. s., 4H) 7.56-7.62 (m, 1H) 7.65 (s, 1H) 7.94 (d, J=8.1 Hz, 1H) 7.98-8.07 (m, 2H) 8.42 (d, J=8.6 Hz, 1H) 8.52 (d, J=1.5 Hz, 1H) 12.42 (br. s., 1H). Reactants: ClC=1C=C(C(=O)O)C=CN1 (2-chloroisonicotinic acid), NC1=CC=C2C(C(N(C2=C1C)C)=O)(C)C (6-amino-1,3,3,7-tetramethyl-1,3-dihydro-indol-2-one). Yields the product ClC=1C=C(C(=O)NC2=CC=C3C(C(N(C3=C2C)C)=O)(C)C)C=CN1 (2-Chloro-N-(1,3,3,7-tetramethyl-2-oxoindolin-6-yl)isonicotinamide). As a reaction SMILES: [Cl:1][C:2]1[CH:3]=[C:4]([CH:8]=[CH:9][N:10]=1)[C:5]([OH:7])=O.[NH2:11][C:12]1[C:20]([CH3:21])=[C:19]2[C:15]([C:16]([CH3:25])([CH3:24])[C:17](=[O:23])[N:18]2[CH3:22])=[CH:14][CH:13]=1>>[Cl:1][C:2]1[CH:3]=[C:4]([CH:8]=[CH:9][N:10]=1)[C:5]([NH:11][C:12]1[C:20]([CH3:21])=[C:19]2[C:15]([C:16]([CH3:25])([CH3:24])[C:17](=[O:23])[N:18]2[CH3:22])=[CH:14][CH:13]=1)=[O:7]. Procedure details: Prepared in analogy to example 26 from 2-chloroisonicotinic acid and 6-amino-1,3,3,7-tetramethyl-1,3-dihydro-indol-2-one. The title compound was obtained as light yellow crystals. The reactants are C(C1=CC=CC=C1)OC1=CC=C(C(=O)O)C=C1 (4-(benzyloxy)benzoic acid), NC1=C(C(=NN1)C1=CC=C(C=C1)OC1=CC=CC=C1)C#N (5-amino-3-(4-phenoxyphenyl)-1H-pyrazole-4-carbonitrile). Product: NC1=C(C(=NN1)C1=CC=C(C=C1)OCC1=CC=CC=C1)C#N (5-Amino-3-(4-(benzyloxy)phenyl)-1H-pyrazole-4-carbonitrile). RXN SMILES: [CH2:1]([O:8][C:9]1[CH:17]=[CH:16][C:12]([C:13](O)=O)=[CH:11][CH:10]=1)[C:2]1[CH:7]=[CH:6][CH:5]=[CH:4][CH:3]=1.[NH2:18][C:19]1[NH:23][N:22]=C(C2C=CC(OC3C=CC=CC=3)=CC=2)[C:20]=1[C:37]#[N:38]>>[NH2:18][C:19]1[NH:23][N:22]=[C:13]([C:12]2[CH:16]=[CH:17][C:9]([O:8][CH2:1][C:2]3[CH:7]=[CH:6][CH:5]=[CH:4][CH:3]=3)=[CH:10][CH:11]=2)[C:20]=1[C:37]#[N:38]. Procedure: The desired product was prepared from 4-(benzyloxy)benzoic acid according to the procedures similar to those (step 1 to 3) for 5-amino-3-(4-phenoxyphenyl)-1H-pyrazole-4-carbonitrile under appropriate conditions recognized by one of ordinary skill in the art. 1H NMR (400 MHz, DMSO-d6) δ 12.01 (s, 1H), 7.72 (d, J=8.8 Hz, 2H), 7.50-7.44 (m, 2H), 7.44-7.37 (m, 2H), 7.36-7.32 (m, 1H), 7.11 (d, J=7.2 Hz, 2H), 6.39 (br s, 2H) and 5.16 (s, 2H).